From a dataset of the Open Reaction Database (ORD), a public repository of structured organic reaction records. describe an organic reaction: reactants, conditions, products, and yield Reaction SMILES: ClC(Cl)(Cl)CO[C:5](=[O:17])[NH:6][C:7]1[CH:8]=[N:9][C:10]([NH:13][C:14](=[O:16])[CH3:15])=[CH:11][CH:12]=1.[C:20]1([C:32]2[CH:37]=[CH:36][CH:35]=[CH:34][CH:33]=2)[CH:25]=[CH:24][CH:23]=[C:22]([N:26]2[CH2:31][CH2:30][NH:29][CH2:28][CH2:27]2)[CH:21]=1.C(N(C(C)C)CC)(C)C.O>CS(C)=O>[C:14]([NH:13][C:10]1[N:9]=[CH:8][C:7]([NH:6][C:5]([N:29]2[CH2:30][CH2:31][N:26]([C:22]3[CH:21]=[C:20]([C:32]4[CH:33]=[CH:34][CH:35]=[CH:36][CH:37]=4)[CH:25]=[CH:24][CH:23]=3)[CH2:27][CH2:28]2)=[O:17])=[CH:12][CH:11]=1)(=[O:16])[CH3:15]. The product is C(C)(=O)NC1=CC=C(C=N1)NC(=O)N1CCN(CC1)C=1C=C(C=CC1)C1=CC=CC=C1 (N-[6-(Acetylamino)pyridin-3-yl]-4-biphenyl-3-ylpiperazine-1-carboxamide). Isolated yield 18.0%. Run in CS(=O)C (dimethylsulfoxide). Procedure: A mixed solution of 2,2,2-trichloroethyl[6-(acetylamino)pyridin-3-yl]carbamate (301 mg, 0.923 mmol), 1-biphenyl-3-ylpiperazine (200 mg, 0.839 mmol) and diisopropylethylamine (0.292 ml, 1.68 mmol) in dimethylsulfoxide (2.5 ml) was stirred at 70° C. for 14 hours. To the reaction solution was added water, and extracted with ethyl acetate. The extract was washed with water, dried over anhydrous magnesium sulfate, and the solvent was distilled away under reduce pressure. The residue was recrystallize... Reactants: O (water), ClC(COC(NC=1C=NC(=CC1)NC(C)=O)=O)(Cl)Cl (2,2,2-trichloroethyl[6-(acetylamino)pyridin-3-yl]carbamate), C1(=CC(=CC=C1)N1CCNCC1)C1=CC=CC=C1 (1-biphenyl-3-ylpiperazine), C(C)(C)N(CC)C(C)C (diisopropylethylamine).